From a dataset of the Open Reaction Database (ORD), a public repository of structured organic reaction records. describe an organic reaction: reactants, conditions, products, and yield Starting materials: C(C)(C)(C)OC(=O)N1CCC(CC1)OC=1C(=NN(C(C1)=O)C1=CC(=C(C=C1)Cl)Cl)C(=O)O (4-(1-(tert-butoxycarbonyl)piperidin-4-yloxy)-1-(3,4-dichlorophenyl)-6-oxo-1,6-dihydropyridazine-3-carboxylic acid), P(OC1=CC=CC=C1)(OC1=CC=CC=C1)(=O)N=[N+]=[N-] (diphenyl phosphorazidate), TEA, O1CCOCC1 (dioxane), C[Si](CCO)(C)C (2-(trimethylsilyl)ethanol). Run at time 1 hour. The product is ClC=1C=C(C=CC1Cl)N1N=C(C(=CC1=O)OC1CCN(CC1)C(=O)OC(C)(C)C)NC(=O)OCC[Si](C)(C)C (tert-butyl 4-(1-(3,4-dichlorophenyl)-6-oxo-3-((2-(trimethylsilyl)ethoxy)carbonylamino)-1,6-dihydropyridazin-4-yloxy)piperidine-1-carboxylate). RXN SMILES: [C:1]([O:5][C:6]([N:8]1[CH2:13][CH2:12][CH:11]([O:14][C:15]2[C:16](C(O)=O)=[N:17][N:18]([C:22]3[CH:27]=[CH:26][C:25]([Cl:28])=[C:24]([Cl:29])[CH:23]=3)[C:19](=[O:21])[CH:20]=2)[CH2:10][CH2:9]1)=[O:7])([CH3:4])([CH3:3])[CH3:2].P([N:49]=[N+]=[N-])(=O)(OC1C=CC=CC=1)OC1C=CC=CC=1.[CH3:52][Si:53]([CH3:58])([CH3:57])[CH2:54][CH2:55][OH:56].[O:59]1[CH2:64]COCC1>>[Cl:29][C:24]1[CH:23]=[C:22]([N:18]2[C:19](=[O:21])[CH:20]=[C:15]([O:14][CH:11]3[CH2:10][CH2:9][N:8]([C:6]([O:5][C:1]([CH3:3])([CH3:2])[CH3:4])=[O:7])[CH2:13][CH2:12]3)[C:16]([NH:49][C:64]([O:56][CH2:55][CH2:54][Si:53]([CH3:58])([CH3:57])[CH3:52])=[O:59])=[N:17]2)[CH:27]=[CH:26][C:25]=1[Cl:28]. Reported procedure: To a stirring solution of 4-(1-(tert-butoxycarbonyl)piperidin-4-yloxy)-1-(3,4-dichlorophenyl)-6-oxo-1,6-dihydropyridazine-3-carboxylic acid (from example 15 step A) (48 mg, 0.10 mmol) in dioxane (10 mL) at room temperature under argon was added diphenyl phosphorazidate (65 mg, 0.20 mmol) and TEA (51 mg, 0.50 mmol). The resulting reaction mixture was stirred at room temperature for 1 hour, then 2-(trimethylsilyl)ethanol (118 mg, 1.0 mmol) was added. The resulting reaction mixture was heated at 80... The reactants are C(C)OC1=C(C(=O)Cl)C=CC=C1 (2-ethoxybenzoyl chloride), NC=1C(=NC=CC1)C(=O)N (3-aminopyridine-2-carboxamide). The product is C(C)OC1=C(C(=O)NC=2C(=NC=CC2)C(=O)N)C=CC=C1 (3-(2-Ethoxybenzoylamino)pyridine-2-carboxamide), solid. Isolated yield 100.0%. RXN SMILES: [CH2:1]([O:3][C:4]1[CH:12]=[CH:11][CH:10]=[CH:9][C:5]=1[C:6](Cl)=[O:7])[CH3:2].[NH2:13][C:14]1[C:15]([C:20]([NH2:22])=[O:21])=[N:16][CH:17]=[CH:18][CH:19]=1>>[CH2:1]([O:3][C:4]1[CH:12]=[CH:11][CH:10]=[CH:9][C:5]=1[C:6]([NH:13][C:14]1[C:15]([C:20]([NH2:22])=[O:21])=[N:16][CH:17]=[CH:18][CH:19]=1)=[O:7])[CH3:2]. Procedure details: The title compound was prepared from 2-ethoxybenzoyl chloride and 3-aminopyridine-2-carboxamide (J. Chem. Soc., 1956, 1045) following the procedure of Preparation 7 and was obtained as an off-white solid (100 %), m.p. 172°-177° C. Found: C,62.91; H,5.30; N,14.51. C15H15N3O3 requires C,63.15; H,5.30; N,14.73%. Reactants: CC(=O)O, Cc1cnc(N2CCN(CCC3CCC(N)CC3)CC2)c2ccoc12, Cl, Cl, Cl. Yields the product CC(=O)NC1CCC(CCN2CCN(c3ncc(C)c4occc34)CC2)CC1. As a reaction SMILES: [CH3:29][C:30]([OH:31])=[O:32].[CH3:4][c:5]1[c:6]2[c:7]([c:8]([N:11]3[CH2:12][CH2:13][N:14]([CH2:17][CH2:18][CH:19]4[CH2:20][CH2:21][CH:22]([NH2:25])[CH2:23][CH2:24]4)[CH2:15][CH2:16]3)[n:9][cH:10]1)[cH:26][cH:27][o:28]2.[ClH:1].[ClH:2].[ClH:3]>>[CH3:4][c:5]1[c:6]2[c:7]([c:8]([N:11]3[CH2:12][CH2:13][N:14]([CH2:17][CH2:18][CH:19]4[CH2:20][CH2:21][CH:22]([NH:25][C:30]([CH3:29])=[O:31])[CH2:23][CH2:24]4)[CH2:15][CH2:16]3)[n:9][cH:10]1)[cH:26][cH:27][o:28]2. The reactants are N1C=CC=2C(=CC=CC12)C=O (indole-4-carboxaldehyde), [OH-].[Na+] (sodium hydroxide), CC(C)(C)NCCOC1=CC=C(C=C1)C(C)=O (1-[4-{-2-(1,1-dimethylethylamino)-ethoxy}-phenyl]-ethanone). Solvent: O (water), C(C)O (ethanol). Conditions: time 24 hour. The product is CC(C)(C)NCCOC1=CC=C(C=C1)C(C=CC1=C2C=CNC2=CC=C1)=O (1-[4-{-2-(1,1-dimethylethylamino)-ethoxy}-phenyl]-3-[1H-indol-4-yl]-2-propen-1-one). Yield: 79.8%. RXN SMILES: [NH:1]1[C:9]2[CH:8]=[CH:7][CH:6]=[C:5]([CH:10]=O)[C:4]=2[CH:3]=[CH:2]1.[OH-].[Na+].[CH3:14][C:15]([NH:18][CH2:19][CH2:20][O:21][C:22]1[CH:27]=[CH:26][C:25]([C:28](=[O:30])[CH3:29])=[CH:24][CH:23]=1)([CH3:17])[CH3:16]>C(O)C.O>[CH3:17][C:15]([NH:18][CH2:19][CH2:20][O:21][C:22]1[CH:27]=[CH:26][C:25]([C:28](=[O:30])[CH:29]=[CH:10][C:5]2[CH:6]=[CH:7][CH:8]=[C:9]3[C:4]=2[CH:3]=[CH:2][NH:1]3)=[CH:24][CH:23]=1)([CH3:14])[CH3:16] |f:1.2|. Reported procedure: A mixture of 2.55 g of indole-4-carboxaldehyde and 4 ml of 50% sodium hydroxide solution was added with stirring under an inert atmosphere to a solution of 3.5 g of the product of Step B in 40 ml of ethanol and after stirring for 24 hours, the mixture was diluted with water and extracted with ethyl acetate. The organic phase was washed with water and the wash water was reextracted with an 8-2 chloroform-methanol mixture. The extract was washed with water and aqueous sodium chloride solution and ... The reactants are CCOC(=O)COc1c(C(=O)OC)sc2c1sc1c(NCC3CCCCC3)cccc12, COC(=O)Cl, NC(=O)[O-]. Product: CCOC(=O)COc1c(C(=O)OC)sc2c1sc1c(N(CC3CCCCC3)C(=O)OC)cccc12. RXN SMILES: [CH3:10][O:11][C:12](=[O:13])[c:14]1[c:15]([O:34][CH2:35][C:36](=[O:37])[O:38][CH2:39][CH3:40])[c:16]2[c:17]([c:18]3[cH:19][cH:20][cH:21][c:22]([NH:25][CH2:26][CH:27]4[CH2:28][CH2:29][CH2:30][CH2:31][CH2:32]4)[c:23]3[s:24]2)[s:33]1.[Cl:5][C:6](=[O:7])[O:8][CH3:9].[NH2:1][C:2](=[O:3])[O-:4]>>[C:6](=[O:7])([O:8][CH3:9])[N:25]([c:22]1[cH:21][cH:20][cH:19][c:18]2[c:17]3[c:16]([c:15]([O:34][CH2:35][C:36](=[O:37])[O:38][CH2:39][CH3:40])[c:14]([C:12]([O:11][CH3:10])=[O:13])[s:33]3)[s:24][c:23]21)[CH2:26][CH:27]1[CH2:28][CH2:29][CH2:30][CH2:31][CH2:32]1. The reactants are C(C)(=O)OC1CCC=2N(C3=CC=CC=C3C2C=2C(OC(C2C2=CN(C3=CC=CC=C23)C)=O)=O)C1 (3-[7-acetoxy-6,7,8,9-tetrahydropyrido[1,2-a]indol-10-yl]-4-(1-methyl-3-indolyl)furan-2,5-dione), CN(C=O)C (dimethylformamide). Solvent: N (ammonia). The product is OC1CCC=2N(C3=CC=CC=C3C2C=2C(NC(C2C2=CN(C3=CC=CC=C23)C)=O)=O)C1 (3-[6,7,8,9-tetrahydro-7-hydroxypyrido[1,2-a]indol-10-yl]-4-(1-methyl-3-indolyl)-1H-pyrrole-2,5-dione). Reaction SMILES: C([O:4][CH:5]1[CH2:34][N:9]2[C:10]3[C:15]([C:16]([C:17]4[C:18](=[O:33])[O:19][C:20](=O)[C:21]=4[C:22]4[C:30]5[C:25](=[CH:26][CH:27]=[CH:28][CH:29]=5)[N:24]([CH3:31])[CH:23]=4)=[C:8]2[CH2:7][CH2:6]1)=[CH:14][CH:13]=[CH:12][CH:11]=3)(=O)C.C[N:36](C)C=O>N>[OH:4][CH:5]1[CH2:34][N:9]2[C:10]3[C:15]([C:16]([C:17]4[C:18](=[O:33])[NH:36][C:20](=[O:19])[C:21]=4[C:22]4[C:30]5[C:25](=[CH:26][CH:27]=[CH:28][CH:29]=5)[N:24]([CH3:31])[CH:23]=4)=[C:8]2[CH2:7][CH2:6]1)=[CH:14][CH:13]=[CH:12][CH:11]=3. Procedure details: A solution of 150 mg of 3-[7-acetoxy-6,7,8,9-tetrahydropyrido[1,2-a]indol-10-yl]-4-(1-methyl-3-indolyl)furan-2,5-dione in 6 ml of dimethylformamide and 6 ml of 33% aqueous ammonia was heated to 150° C. for 6 hours. The mixture was extracted with ethyl acetate and the organic extracts were washed with water, dried and evaporated. Crystallization of the residue from ethyl acetate gave 120 mg of 3-[6,7,8,9-tetrahydro-7-hydroxypyrido[1,2-a]indol-10-yl]-4-(1-methyl-3-indolyl)-1H-pyrrole-2,5-dione of ... Reactants: S(=O)(Cl)Cl (Thionyl chloride), FC(=CCCCC(=O)O)F (6,6-Difluoro-5-hexenoic acid). The solvent is CN(C=O)C (dimethylformamide). The product is FC(=CCCCC(=O)Cl)F (6,6-Difluoro-5-hexenoyl chloride). As a reaction SMILES: S(Cl)([Cl:3])=O.[F:5][C:6]([F:14])=[CH:7][CH2:8][CH2:9][CH2:10][C:11](O)=[O:12]>CN(C)C=O>[F:5][C:6]([F:14])=[CH:7][CH2:8][CH2:9][CH2:10][C:11]([Cl:3])=[O:12]. Reported procedure: 10.23 ml (140.68 mmol) Thionyl chloride was added dropwise to 8.0 g (52.29 mmol) of the product of Example 9 at room temperature. A drop of dimethylformamide was added and the mixture heated under reflux for 6 hours. It was then distilled under reduced pressure. The reactants are CNc1nc(Cl)nc(C(=O)N(C)OC)c1Br, C=C[Sn](CCCC)(CCCC)CCCC, Cc1ccccc1. Product: C=Cc1c(NC)nc(Cl)nc1C(=O)N(C)OC. As a reaction SMILES: [Br:1][c:2]1[c:3]([C:11](=[O:12])[N:13]([CH3:14])[O:15][CH3:16])[n:4][c:5]([Cl:10])[n:6][c:7]1[NH:8][CH3:9].[CH2:17]([CH2:18][CH2:30][CH3:31])[Sn:19]([CH2:20][CH2:21][CH2:22][CH3:23])([CH2:24][CH2:25][CH2:26][CH3:27])[CH:28]=[CH2:29].[CH3:32][c:33]1[cH:34][cH:35][cH:36][cH:37][cH:38]1>>[c:2]1([CH:17]=[CH2:18])[c:3]([C:11](=[O:12])[N:13]([CH3:14])[O:15][CH3:16])[n:4][c:5]([Cl:10])[n:6][c:7]1[NH:8][CH3:9].